Dataset: the Open Reaction Database (ORD), a public repository of structured organic reaction records. Task: describe an organic reaction: reactants, conditions, products, and yield Starting materials: C([O-])([O-])=O.[K+].[K+] (potassium carbonate), CON=C1CN(CC12CNC2)CC2=CC=CC=C2 (6-benzyl-2,6-diazaspiro[3,4]octane-8-one-O-methyloxime), C(#N)[BH3-].[Na+] (sodium cyanoborohydride), C=O (paraformaldehyde). The solvent is C(C)O (ethanol), C(C)(=O)O (acetic acid). Run at time 30 minute. The product is C(C1=CC=CC=C1)N1CC2(CN(C2)C)C(C1)=NOC (6-benzyl-8-(methoxyimino)-2-methyl-2,6-diazaspiro[3,4]octane). Yield: 60.2%. Reaction SMILES: [CH3:1][O:2][N:3]=[C:4]1[C:8]2([CH2:11][NH:10][CH2:9]2)[CH2:7][N:6]([CH2:12][C:13]2[CH:18]=[CH:17][CH:16]=[CH:15][CH:14]=2)[CH2:5]1.C=O.[C:21]([BH3-])#N.[Na+].C(=O)([O-])[O-].[K+].[K+]>C(O)(=O)C.C(O)C>[CH2:12]([N:6]1[CH2:5][C:4](=[N:3][O:2][CH3:1])[C:8]2([CH2:11][N:10]([CH3:21])[CH2:9]2)[CH2:7]1)[C:13]1[CH:18]=[CH:17][CH:16]=[CH:15][CH:14]=1 |f:2.3,4.5.6|. Procedure details: 550 mg of 6-benzyl-2,6-diazaspiro[3,4]octane-8-one-O-methyloxime was added to 10 ml of ethanol and thereto 0.4 ml of acetic acid and 176 mg of paraformaldehyde were added and the resulting mixture was stirred for 30 minutes at room temperature and thereto 370 mg of sodium cyanoborohydride was added. The resulting mixture was stirred for 16 hours at room temperature, neutralized with aqueous solution of potassium carbonate and distilled under the reduced pressure and the obtained residue was adde... Reactants: [N+](=O)([O-])C=1C=C(C(=O)O)C=C(C1OC1=CC=CC=C1)S(N)(=O)=O (3-nitro-4-phenoxy-5-sulphamylbenzoic acid), CO (methanol), OS(=O)(=O)O (H2SO4). Product: COC(C1=CC(=C(C(=C1)S(N)(=O)=O)OC1=CC=CC=C1)[N+](=O)[O-])=O (3-Nitro-4-phenoxy-5-sulphamylbenzoic acid methyl ester). As a reaction SMILES: [N+:1]([C:4]1[CH:5]=[C:6]([CH:10]=[C:11]([S:20](=[O:23])(=[O:22])[NH2:21])[C:12]=1[O:13][C:14]1[CH:19]=[CH:18][CH:17]=[CH:16][CH:15]=1)[C:7]([OH:9])=[O:8])([O-:3])=[O:2].OS(O)(=O)=O.[CH3:29]O>>[CH3:29][O:8][C:7](=[O:9])[C:6]1[CH:10]=[C:11]([S:20](=[O:23])(=[O:22])[NH2:21])[C:12]([O:13][C:14]2[CH:19]=[CH:18][CH:17]=[CH:16][CH:15]=2)=[C:4]([N+:1]([O-:3])=[O:2])[CH:5]=1. Reported procedure: 34 g (~0.1 mol) of 3-nitro-4-phenoxy-5-sulphamylbenzoic acid are dissolved in 150 ml of methanol and are heated to the boil. 5.4 ml of concentrated H2SO4 are then added slowly dropwise and the mixture is heated at reflux temperature for 10 hours. On cooling, 3-nitro-4-phenoxy-5-sulphamylbenzoic acid methyl ester crystallises. The reactants are O=C1CCC=2C=CC(=NC2N1)CN(C(OC(C)(C)C)=O)C1CCN(CC1)C(C(F)(F)F)=O (tert-butyl ((7-oxo-5,6,7,8-tetrahydro-1,8-naphthyridin-2-yl)methyl)(1-(trifluoroacetyl)piperidin-4-yl)carbamate), C([O-])([O-])=O.[K+].[K+] (potassium carbonate), O (water), O (water), C(O)([O-])=O.[Na+] (sodium hydrogen carbonate). The solvent is CO (methanol), C(Cl)(Cl)Cl (chloroform). Run at time 30 minute. The product is O=C1CCC=2C=CC(=NC2N1)CN(C(OC(C)(C)C)=O)C1CCNCC1 (tert-butyl ((7-oxo-5,6,7,8-tetrahydro-1,8-naphthyridin-2-yl)methyl)(piperidin-4-yl)carbamate). The yield is 101.3%. Reaction SMILES: [O:1]=[C:2]1[NH:11][C:10]2[N:9]=[C:8]([CH2:12][N:13]([CH:21]3[CH2:26][CH2:25][N:24](C(=O)C(F)(F)F)[CH2:23][CH2:22]3)[C:14](=[O:20])[O:15][C:16]([CH3:19])([CH3:18])[CH3:17])[CH:7]=[CH:6][C:5]=2[CH2:4][CH2:3]1.C(=O)([O-])[O-].[K+].[K+].O.C(=O)([O-])O.[Na+]>CO.C(Cl)(Cl)Cl>[O:1]=[C:2]1[NH:11][C:10]2[N:9]=[C:8]([CH2:12][N:13]([CH:21]3[CH2:26][CH2:25][NH:24][CH2:23][CH2:22]3)[C:14](=[O:20])[O:15][C:16]([CH3:19])([CH3:18])[CH3:17])[CH:7]=[CH:6][C:5]=2[CH2:4][CH2:3]1 |f:1.2.3,5.6|. Reported procedure: To a solution of 0.30 g of tert-butyl ((7-oxo-5,6,7,8-tetrahydro-1,8-naphthyridin-2-yl)methyl)(1-(trifluoroacetyl)piperidin-4-yl)carbamate in 12 mL of methanol, 0.10 g of potassium carbonate and 3 mL of water were added, and the mixture was stirred at room temperature for 7 hours 30 minutes. To the reaction mixture, water, a saturated aqueous sodium hydrogen carbonate solution and chloroform were added, the organic layer was separated, and the aqueous layer was added with sodium chloride and ext... Starting materials: CN(C)C=O, CS(C)=O, Cl, [Li+], [OH-], O, COC(=O)CCc1nc2ccccc2nc1O. The product is O=C(O)CCc1nc2ccccc2nc1O. RXN SMILES: [CH3:18][N:19]([CH3:20])[CH:21]=[O:22].[CH3:26][S:27]([CH3:28])=[O:29].[ClH:25].[Li+:23].[OH-:24].[OH2:30].[OH:1][c:2]1[c:3]([CH2:12][CH2:13][C:14](=[O:15])[O:16][CH3:17])[n:4][c:5]2[cH:6][cH:7][cH:8][cH:9][c:10]2[n:11]1>>[OH:1][c:2]1[c:3]([CH2:12][CH2:13][C:14](=[O:15])[OH:16])[n:4][c:5]2[cH:6][cH:7][cH:8][cH:9][c:10]2[n:11]1. Starting materials: C(C)(C)(C)OC(=O)N1CCC(CC1)NCC (1-t-Butyloxycarbonyl-4-ethylamino-piperidine), ClCC#N (chloroacetonitrile), C([O-])([O-])=O.[K+].[K+] (potassium carbonate), [I-].[K+] (potassium iodide). The solvent is C(Cl)Cl (Methylene chloride), ClCCCl (DCE). Reaction conditions: temperature 60 celsius, time 8 hour. Product: C(C)(C)(C)OC(=O)N1CCC(CC1)N(CC)CC#N (1-t-Butyloxycarbonyl-4-(N-cyanomethyl-N-ethylamino)-piperidine). Isolated yield 65.5%. RXN SMILES: [C:1]([O:5][C:6]([N:8]1[CH2:13][CH2:12][CH:11]([NH:14][CH2:15][CH3:16])[CH2:10][CH2:9]1)=[O:7])([CH3:4])([CH3:3])[CH3:2].Cl[CH2:18][C:19]#[N:20].C(=O)([O-])[O-].[K+].[K+].[I-].[K+]>ClCCCl.C(Cl)Cl>[C:1]([O:5][C:6]([N:8]1[CH2:9][CH2:10][CH:11]([N:14]([CH2:18][C:19]#[N:20])[CH2:15][CH3:16])[CH2:12][CH2:13]1)=[O:7])([CH3:4])([CH3:3])[CH3:2] |f:2.3.4,5.6|. Reported procedure: To a solution of 150 mg 1-t-butyloxycarbonyl-4-ethylamino-piperidine (from Step A) in 3 ml DCE were added 60 mg of chloroacetonitrile, 109 mg of potassium carbonate, and 11 mg of potassium iodide. The reaction was stirred at 60° C. overnight. Methylene chloride was added, and the solution was washed with 2×20 ml water, and 20 ml brine. The solvent was then evaporated under reduced pressure. The residue was purified by flash chromatography with 20% EtOAc in hexane to give 115 mg of the title comp... Reactants: C([O-])([O-])=O.[Na+].[Na+] (sodium carbonate), C(=O)([O-])[O-].[K+].[K+] (potash), C(=C)(C)C1C(=C(CC1)C)CCC=O (3-isopropenyl-1-methyl-2-(3-oxopropyl)-1-cyclopentene), solution, [Sn](Cl)(Cl)(Cl)Cl (tin tetrachloride). Run in C1=CC=CC=C1 (benzene), CCOCC (ether), C1=CC=CC=C1 (benzene). Conditions: time 30 minute. Product: OC1CC(C2CCC(=C2CC1)C)=C (6-hydroxy-1-methyl-4-methylen-2,3,3a, 4,5,6,7,8-octahydroazulene). Yield: 71.9%. Reaction SMILES: [C:1]([CH:4]1[CH2:8][CH2:7][C:6]([CH3:9])=[C:5]1[CH2:10][CH2:11][CH:12]=[O:13])([CH3:3])=[CH2:2].[Sn](Cl)(Cl)(Cl)Cl.C(=O)([O-])[O-].[Na+].[Na+].C([O-])([O-])=O.[K+].[K+]>C1C=CC=CC=1.CCOCC>[OH:13][CH:12]1[CH2:11][CH2:10][C:5]2[CH:4]([CH2:8][CH2:7][C:6]=2[CH3:9])[C:1](=[CH2:3])[CH2:2]1 |f:2.3.4,5.6.7|. Procedure details: To a solution, cooled to 0°, of 57 g of 3-isopropenyl-1-methyl-2-(3-oxopropyl)-1-cyclopentene in 3 1 of absolute benzene and 800 ml of absolute ether were added dropwise under a nitrogen atmosphere within 30 minutes 900 ml of a 0.5 M solution of tin tetrachloride in benzene. The mixture was stirred for a further 30 minutes at 5°, whereby it became red coloured, then treated at 0° with saturated sodium carbonate solution up to an alkaline reaction and suction filtered. The benzene solution was wa...